This data is from the Open Reaction Database (ORD), a public repository of structured organic reaction records. The task is: describe an organic reaction: reactants, conditions, products, and yield Reactants: CC1=CC=C(C(=O)NC(C)NC(OCC2=CC=CC=C2)=O)C=C1 (Benzyl 1-((4-methylbenzoyl)amino)ethylcarbamate), Cl (HCl), [H][H] (hydrogen). The reagents and catalysts are [Pd] (Pd/C). Run in CO (methanol). Reaction conditions: time 4 hour. Yields the product Cl.NC(C)NC(C1=CC=C(C=C1)C)=O (N-(1-aminoethyl)-4-methylbenzamide Hydrochloride). RXN SMILES: [CH3:1][C:2]1[CH:23]=[CH:22][C:5]([C:6]([NH:8][CH:9]([NH:11]C(=O)OCC2C=CC=CC=2)[CH3:10])=[O:7])=[CH:4][CH:3]=1.[ClH:24].[H][H]>CO.[Pd]>[ClH:24].[NH2:11][CH:9]([NH:8][C:6](=[O:7])[C:5]1[CH:22]=[CH:23][C:2]([CH3:1])=[CH:3][CH:4]=1)[CH3:10] |f:5.6|. Procedure details: A suspension of Example 29B (66 mg, 0.21 mmol) in methanol (9 mL) at ambient temperature was treated with 10% Pd/C (20 mg) aid sufficient 1M HCl to solubilize the substrate (ca. 0.20 mL). The system was equipped with a hydrogen balloon and stirred for 4 hours at ambient temperature. The reaction mixture was purged with nitrogen, filtered through diatomaceous earth (Celite®), rinsed with methanol and water, and the aqueous filtrate was washed with diethyl ether (2×15 mL). The aqueous layer was ly... Reactants: C1CCOC1, CCN(CC)C(=O)c1ccc(Br)cc1. Yields the product O=Cc1ccc(Br)cc1. Reaction SMILES: [CH2:15]1[O:16][CH2:17][CH2:18][CH2:19]1.[CH2:1]([N:2]([CH2:3][CH3:13])[C:4]([c:5]1[cH:6][cH:7][c:8]([Br:11])[cH:9][cH:10]1)=[O:12])[CH3:14]>>[CH:4]([c:5]1[cH:6][cH:7][c:8]([Br:11])[cH:9][cH:10]1)=[O:12]. Reactants: CC(C)[Si](Cl)(C(C)C)C(C)C, ClCCl, [H-], Ic1ccc2[nH]ccc2c1, [Na+], CN(C)C=O, O. Yields the product CC(C)[Si](C(C)C)(C(C)C)n1ccc2cc(I)ccc21. As a reaction SMILES: [CH:18]([CH3:19])([CH3:20])[Si:21]([Cl:22])([CH:23]([CH3:24])[CH3:25])[CH:26]([CH3:27])[CH3:28].[Cl:29][CH2:30][Cl:31].[H-:16].[I:1][c:2]1[cH:3][c:4]2[cH:5][cH:6][nH:7][c:8]2[cH:9][cH:10]1.[Na+:17].[O:11]=[CH:12][N:13]([CH3:14])[CH3:15].[OH2:32]>>[I:1][c:2]1[cH:3][c:4]2[cH:5][cH:6][n:7]([Si:21]([CH:18]([CH3:19])[CH3:20])([CH:23]([CH3:24])[CH3:25])[CH:26]([CH3:27])[CH3:28])[c:8]2[cH:9][cH:10]1. Reactants: ClC1=C(C=NC2=CC3=C(C=C12)OCO3)C(=O)OCC (Ethyl 4-chloro-6,7-methylenedioxyquinoline-3-carboxylate), [OH-].[Na+] (NaOH). Solvent: O1CCOCC1 (dioxane). The product is Cl.OC1=C(C=NC2=CC3=C(C=C12)OCO3)C(=O)O (4-hydroxy-6,7-methylenedioxyquinoline-3-carboxylic acid hydrochloride). Reaction SMILES: [Cl:1][C:2]1[C:11]2[C:6](=[CH:7][C:8]3[O:14][CH2:13][O:12][C:9]=3[CH:10]=2)[N:5]=[CH:4][C:3]=1[C:15]([O:17]CC)=[O:16].[OH-:20].[Na+]>O1CCOCC1>[ClH:1].[OH:20][C:2]1[C:11]2[C:6](=[CH:7][C:8]3[O:14][CH2:13][O:12][C:9]=3[CH:10]=2)[N:5]=[CH:4][C:3]=1[C:15]([OH:17])=[O:16] |f:1.2,4.5|. Reported procedure: Ethyl 4-chloro-6,7-methylenedioxyquinoline-3-carboxylate (18.5 g, 66.2 mmol) was dissolved in dioxane (100 mL) and treated with 50 mL 5 N NaOH and heated at reflux for 2 hour. After this time the solution was concentrated on a rotary evaporator, cooled and extracted with dichloromethane (2×100 mL). The remaining aqueous solution was then acidified with concentrated HCl and the precipitate collected and dried to afford 7 g of crude 4-hydroxy-6,7-methylenedioxyquinoline-3-carboxylic acid hydrochlo... Starting materials: CC#N, COc1cccc2c1CC(=O)CC2, Cl, [I-], [I-], [Zn+2]. Yields the product COc1cccc2c1C=C(C#N)CC2. As a reaction SMILES: [CH3:15][C:16]#[N:17].[CH3:1][O:2][c:3]1[cH:4][cH:5][cH:6][c:7]2[c:12]1[CH2:11][C:10](=[O:13])[CH2:9][CH2:8]2.[ClH:14].[I-:18].[I-:20].[Zn+2:19]>>[CH3:1][O:2][c:3]1[cH:4][cH:5][cH:6][c:7]2[c:12]1[CH:11]=[C:10]([C:16]#[N:17])[CH2:9][CH2:8]2. Starting materials: CN1N=C(C2=C(C1=O)C=C(S2)CC2=CC=CC1=CC=CC=C21)CC(C)C (5-methyl-7-(2-methylpropyl)-2-(1-naphthalenylmethyl)thieno[2,3-d]-pyridazin-4(5H)-one), C1(=CC=C(C=C1)S(=O)(SCCCO[Si](C)(C)C(C)(C)C)=O)C (S-{3-[(1,1-dimethylethyl)dimethylsilyl]oxypropyl} paratoluenethiosulfonate). Product: OCCCSC1=C(SC=2C(=NN(C(C21)=O)C)CC(C)C)CC2=CC=CC1=CC=CC=C21 (3-[(3-Hydroxypropyl)thio]-5-methyl-7-(2-methylpropyl)2-(1-naphthalenylmethyl)-thieno[2,3-d]pyridazin-4(5H)-one). As a reaction SMILES: [CH3:1][N:2]1[C:7](=[O:8])[C:6]2[CH:9]=[C:10]([CH2:12][C:13]3[C:22]4[C:17](=[CH:18][CH:19]=[CH:20][CH:21]=4)[CH:16]=[CH:15][CH:14]=3)[S:11][C:5]=2[C:4]([CH2:23][CH:24]([CH3:26])[CH3:25])=[N:3]1.C1(C)C=CC(S(=O)([S:35][CH2:36][CH2:37][CH2:38][O:39][Si](C(C)(C)C)(C)C)=O)=CC=1>>[OH:39][CH2:38][CH2:37][CH2:36][S:35][C:9]1[C:6]2[C:7](=[O:8])[N:2]([CH3:1])[N:3]=[C:4]([CH2:23][CH:24]([CH3:26])[CH3:25])[C:5]=2[S:11][C:10]=1[CH2:12][C:13]1[C:22]2[C:17](=[CH:18][CH:19]=[CH:20][CH:21]=2)[CH:16]=[CH:15][CH:14]=1. Procedure details: Prepared from 5-methyl-7-(2-methylpropyl)-2-(1-naphthalenylmethyl)thieno[2,3-d]-pyridazin-4(5H)-one (385 mg) prepared as described in Example 7 above and S-{3-[(1,1-dimethylethyl)dimethylsilyl]oxypropyl} paratoluenethiosulfonate (600 mg) (J. Med. Chem., 1995, 38, 2557) following the method of Example 3. Yield 370 mg.